Dataset: the Open Reaction Database (ORD), a public repository of structured organic reaction records. Task: describe an organic reaction: reactants, conditions, products, and yield Reactants: N(=O)OC(C)(C)C (Tert-butyl nitrite), C(C)OC(=O)C=1NC2=CC=CC(=C2C1)OC1=C(C=CC(=C1)C)N (4-(2-Amino-5-methyl-phenoxy)-1H-indole-2-carboxylic acid ethyl ester). Solvent: CN(C=O)C (dimethylformamide), C(C)OCC (diethyl ether), CN(C=O)C (dimethylformamide). Conditions: temperature 65 celsius, time 10 minute. The product is C(C)OC(=O)C=1NC2=CC=CC(=C2C1)OC=1C=C(C=CC1)C (4-m-Tolyloxy-1H-indole-2-carboxylic acid ethyl ester). As a reaction SMILES: N(OC(C)(C)C)=O.[CH2:8]([O:10][C:11]([C:13]1[NH:14][C:15]2[C:20]([CH:21]=1)=[C:19]([O:22][C:23]1[CH:28]=[C:27]([CH3:29])[CH:26]=[CH:25][C:24]=1N)[CH:18]=[CH:17][CH:16]=2)=[O:12])[CH3:9]>CN(C)C=O.C(OCC)C>[CH2:8]([O:10][C:11]([C:13]1[NH:14][C:15]2[C:20]([CH:21]=1)=[C:19]([O:22][C:23]1[CH:28]=[C:27]([CH3:29])[CH:26]=[CH:25][CH:24]=1)[CH:18]=[CH:17][CH:16]=2)=[O:12])[CH3:9]. Procedure details: Tert-butyl nitrite (0.428 ml, 3.609 mmol) is dissolved in 5 ml of dimethylformamide and heated to 65° C. A solution of 135 (1.1 g, 3.609 mmol) in 5 ml of dimethylformamide is added dropwise and the mixture is stirred of additional 10 minutes. The brown solution is cooled to room temperature, diluted with diethyl ether and washed with 2N HCl and brine. The organic layers are dried over sodium sulphate and evaporated. The crude product (930 mg of a brown oil) is further purified by flash-chromatog... Reactants: C1(=CC=CC=C1)C(C1=CC=CC=C1)OC(=O)C1=C(CS[C@H]2N1C([C@H]2NC(\C(=C/CC)\C=2N=C(SC2)NC(=O)OC(C)(C)C)=O)=O)OS(=O)(=O)C (7β-[(Z)-2-(2-t-butoxycarbonylaminothiazol -4-yl)-2-pentenoylamino]-3-methanesulfonyloxy-3-cephem -4- carboxylic acid diphenylmethyl ester), C(C)(=O)SCSC=1N=NNC1 (4-acetylthiomethylthio-1,2,3-triazole), C[O-].[Na+] (sodium methoxide). The solvent is Cl (hydrochloric acid), O (water), CN(C=O)C (dimethylformamide), CN(C=O)C (dimethylformamide), CO (methanol). Conditions: time 20 minute. Yields the product C1(=CC=CC=C1)C(C1=CC=CC=C1)OC(=O)C1=C(CS[C@H]2N1C(C2)=O)SCSC=2N=NNC2 (3-(1,2,3-triazol-4- ylthiomethylthio)-3-cephem-4-carboxylic acid diphenylmethyl ester). The yield is 111.4%. RXN SMILES: C([S:4][CH2:5][S:6][C:7]1[N:8]=[N:9][NH:10][CH:11]=1)(=O)C.C[O-].[Na+].[C:15]1([CH:21]([O:28][C:29]([C:31]2[N:36]3[C:37](=[O:59])[C@@H:38](NC(=O)/C(/C4N=C(NC(OC(C)(C)C)=O)SC=4)=C\CC)[C@H:35]3[S:34][CH2:33][C:32]=2OS(C)(=O)=O)=[O:30])[C:22]2[CH:27]=[CH:26][CH:25]=[CH:24][CH:23]=2)[CH:20]=[CH:19][CH:18]=[CH:17][CH:16]=1>CN(C)C=O.CO.Cl.O>[C:15]1([CH:21]([O:28][C:29]([C:31]2[N:36]3[C:37](=[O:59])[CH2:38][C@H:35]3[S:34][CH2:33][C:32]=2[S:4][CH2:5][S:6][C:7]2[N:8]=[N:9][NH:10][CH:11]=2)=[O:30])[C:22]2[CH:27]=[CH:26][CH:25]=[CH:24][CH:23]=2)[CH:20]=[CH:19][CH:18]=[CH:17][CH:16]=1 |f:1.2|. Procedure details: To a solution of 4-acetylthiomethylthio-1,2,3-triazole (230 mg : 1.22 mMol.) in dimethylformamide (6 ml) is dropwise added a 1.26N-sodium methoxide in methanol (1.9 ml) at -60° C., and the mixture is stirred for 20 minutes, mixed with a solution of 7β-[(Z)-2-(2-t-butoxycarbonylaminothiazol -4-yl)-2-pentenoylamino]-3-methanesulfonyloxy-3-cephem -4- carboxylic acid diphenylmethyl ester (740 mg : 1 mMol.) in dimethylformamide (3 ml), and stirred at the same temperature for 40 minutes. The reaction ... Starting materials: [OH-].[Na+] (Sodium hydroxide), FC=1C=C(C=CC1C)CC(CC=O)(C)C (4-(3-fluoro-4-methylphenyl)-3,3-dimethylbutanal), C(C)O (ethanol). The reagents and catalysts are [N+](=O)([O-])[O-].[Ag+] (silver nitrate). Run in O (H2O), O (H2O). Conditions: time 2 hour. The product is FC=1C=C(C=CC1C)CC(CC(=O)OCC)(C)C (Ethyl 4-(3-fluoro-4-methylphenyl)-3,3-dimethylbutanoate). Reaction SMILES: [F:1][C:2]1[CH:3]=[C:4]([CH2:9][C:10]([CH3:15])([CH3:14])[CH2:11][CH:12]=[O:13])[CH:5]=[CH:6][C:7]=1[CH3:8].[OH-].[Na+].[CH2:18]([OH:20])[CH3:19]>O.[N+]([O-])([O-])=O.[Ag+]>[F:1][C:2]1[CH:3]=[C:4]([CH2:9][C:10]([CH3:15])([CH3:14])[CH2:11][C:12]([O:20][CH2:18][CH3:19])=[O:13])[CH:5]=[CH:6][C:7]=1[CH3:8] |f:1.2,5.6|. Procedure: A solution of silver nitrate (5.76 g, 33.9 mmol) in 20 ml H2O was added to a solution of the product of STEP 4 (3.8 g, 16.9 mmol) in 80 ml ethanol. A solution of Sodium hydroxide (2.71 g, 67.7 mmol) in 10 ml H2O was added dropwise at room temperature. After 2 h, the reaction was filtered through a short column of Celite®. The filtrate was diluted with H2O and extracted with ether (3×30 ml). The aqueous layer was acidified with concentrated HCl and extracted with chloroform. Chloroform layer was ... Reactants: C(=O)([O-])C(O)C(O)C(=O)[O-] (tartrate), C1(CC1)CN1[C@H]2[C@@]3(CC[C@H]([C@H]4[C@@]3(C=3C(=C(C=CC3C2)O)O4)CC1)NC)O (17-Cyclopropylmethyl-4,5α-epoxy-3,14β-dihydroxy-6β-methylaminomorphinan), C(C1=CC=CC=C1)N=C=O (benzylisocyanate), C(C1=CC=CC=C1)N=C=S (benzylisothiocyanate). Yields the product C1(CC1)CN1[C@H]2[C@@]3(CC[C@@H]([C@H]4[C@@]3(C=3C(=C(C=CC3C2)O)O4)CC1)N(C(=O)NCC1=CC=CC=C1)C)O (17-Cyclopropylmethyl-3,14β-dihydroxy-4,5α-epoxy-6α-(N-methyl-N′-benzylureido)morphinan). RXN SMILES: C(C(C(C([O-])=O)O)O)([O-])=O.[CH2:11]([N:18]=[C:19]=[O:20])[C:12]1[CH:17]=[CH:16][CH:15]=[CH:14][CH:13]=1.C(N=C=S)C1C=CC=CC=1.[CH:31]1([CH2:34][N:35]2[CH2:53][CH2:52][C@:42]34[C:43]5[C:44]6[O:51][C@H:41]3[C@H:40]([NH:54][CH3:55])[CH2:39][CH2:38][C@@:37]4([OH:56])[C@H:36]2[CH2:49][C:48]=5[CH:47]=[CH:46][C:45]=6[OH:50])[CH2:33][CH2:32]1>>[CH:31]1([CH2:34][N:35]2[CH2:53][CH2:52][C@:42]34[C:43]5[C:44]6[O:51][C@H:41]3[C@@H:40]([N:54]([CH3:55])[C:19]([NH:18][CH2:11][C:12]3[CH:17]=[CH:16][CH:15]=[CH:14][CH:13]=3)=[O:20])[CH2:39][CH2:38][C@@:37]4([OH:56])[C@H:36]2[CH2:49][C:48]=5[CH:47]=[CH:46][C:45]=6[OH:50])[CH2:32][CH2:33]1. Procedure details: tartrate 132 (yield: 65%), 17-cyclopropylmethyl-3,14β-dihydroxy-4,5α-epoxy-6α-(N-methyl-N′-benzylthioureido)morphinan.tartrate 133 (yield: 88%) and 17-cyclopropylmethyl-3,14β-dihydroxy-4,5α-epoxy-6β-(N-methyl-N′-benzylthioureido)morphinan.tartrate 134 (yield: 74%) were obtained by following the procedure of example 121 but using benzylisocyanate and benzylisothiocyanate instead of 3,4-dichlorophenylisocyanate, and using 17-cyclopropylmethyl-3,14β-dihydroxy-4,5α-epoxy-6β-methylaminomorphinan 10 i...